Dataset: the Open Reaction Database (ORD), a public repository of structured organic reaction records. Task: describe an organic reaction: reactants, conditions, products, and yield The reactants are C(C)(=O)OCC=1C(=NC=CC1)N (3-(acetoxymethyl)-2-pyridinamine), BrC(C=O)C1=CC=CC=C1 (2-bromo-2-phenylacetaldehyde), C([O-])([O-])=O.[K+].[K+] (potassium carbonate). Run in O (water). Product: C(C)(=O)OCC=1C=2N(C=CC1)C(=CN2)C2=CC=CC=C2 (8-(acetoxymethyl)-3-phenylimidazo[1,2-a]pyridine). Yield: 59.2%. As a reaction SMILES: [C:1]([O:4][CH2:5][C:6]1[C:7]([NH2:12])=[N:8][CH:9]=[CH:10][CH:11]=1)(=[O:3])[CH3:2].Br[CH:14]([C:17]1[CH:22]=[CH:21][CH:20]=[CH:19][CH:18]=1)[CH:15]=O.C(=O)([O-])[O-].[K+].[K+]>O>[C:1]([O:4][CH2:5][C:6]1[C:7]2[N:8]([C:14]([C:17]3[CH:22]=[CH:21][CH:20]=[CH:19][CH:18]=3)=[CH:15][N:12]=2)[CH:9]=[CH:10][CH:11]=1)(=[O:3])[CH3:2] |f:2.3.4|. Reported procedure: A mixture of 4.4 g (26 mmole) of 3-(acetoxymethyl)-2-pyridinamine and 6.0 g (30 mmole) of 2-bromo-2-phenylacetaldehyde was heated at 65°. The mixture was dissolved in water, made basic with aqueous potassium carbonate, and extracted with dichloromethane. The organic layer was washed with water, dried over magnesium sulfate, filtered, and concentrated in vacuo. The residue was triturated with diethyl ether to yield 4.1 g of 8-(acetoxymethyl)-3-phenylimidazo[1,2-a]pyridine as confirmed by the nmr ... Reactants: FC(C1=CC(=NC=2N1N=CC2C(=O)O)C2=CC=C(C=C2)C(F)(F)F)F (7-difluoromethyl-5-(4-trifluoromethyl-phenyl)-pyrazolo[1,5-a]pyrimidine-3-carboxylic acid), ONC(=N)C=1SC(=CC1)S(N)(=O)=O (N-hydroxy-5-sulfamoyl-thiophene-2-carboxamidine). Yields the product FC(C1=CC(=NC=2N1N=CC2C2=NC(=NO2)C2=CC=C(S2)S(=O)(=O)N)C2=CC=C(C=C2)C(F)(F)F)F (5-{5-[7-Difluoromethyl-5-(4-trifluoromethyl-phenyl)-pyrazolo[1,5-a]pyrimidin-3-yl]-[1,2,4]oxadiazol-3-yl}-thiophene-2-sulfonic Acid Amide). RXN SMILES: [F:1][CH:2]([F:25])[C:3]1[N:8]2[N:9]=[CH:10][C:11]([C:12](O)=[O:13])=[C:7]2[N:6]=[C:5]([C:15]2[CH:20]=[CH:19][C:18]([C:21]([F:24])([F:23])[F:22])=[CH:17][CH:16]=2)[CH:4]=1.O[NH:27][C:28]([C:30]1[S:31][C:32]([S:35](=[O:38])(=[O:37])[NH2:36])=[CH:33][CH:34]=1)=[NH:29]>>[F:25][CH:2]([F:1])[C:3]1[N:8]2[N:9]=[CH:10][C:11]([C:12]3[O:13][N:29]=[C:28]([C:30]4[S:31][C:32]([S:35]([NH2:36])(=[O:38])=[O:37])=[CH:33][CH:34]=4)[N:27]=3)=[C:7]2[N:6]=[C:5]([C:15]2[CH:20]=[CH:19][C:18]([C:21]([F:23])([F:22])[F:24])=[CH:17][CH:16]=2)[CH:4]=1. Procedure details: The title compound was prepared from 7-difluoromethyl-5-(4-trifluoromethyl-phenyl)-pyrazolo[1,5-a]pyrimidine-3-carboxylic acid (example C.1) (179 mg, 0.5 mmol) and N-hydroxy-5-sulfamoyl-thiophene-2-carboxamidine (example B.2) (166 mg, 0.75 mmol) according to general procedure II. Obtained after purification by flash chromatography (ethyl acetate/heptane) and crystallization (dichloromethane) as a yellow solid (200 mg, 74%). MS (EI) 542.0 [(M+H)+]; mp 278° C. Reactants: ClCCl, CN(C)c1ccncc1, [Cl-], CC(C)=C(Cl)N(C)C, C1COCCO1, COC(=O)NC(C(=O)NN(Cc1ccccc1)CC(O)C(Cc1ccccc1)NC(=O)C(CC(N)=O)NC(=O)c1ccc2ccccc2n1)C(C)C, O=C(O)c1ccccn1, c1ccncc1. Yields the product COC(=O)NC(C(=O)NN(Cc1ccccc1)CC(OC(=O)c1ccccn1)C(Cc1ccccc1)NC(=O)C(CC(N)=O)NC(=O)c1ccc2ccccc2n1)C(C)C. Reaction SMILES: [CH2:71]([Cl:72])[Cl:73].[CH3:80][N:81]([c:82]1[cH:83][cH:84][n:85][cH:86][cH:87]1)[CH3:88].[Cl-:18].[Cl:10][C:11]([N:12]([CH3:13])[CH3:14])=[C:15]([CH3:16])[CH3:17].[O:74]1[CH2:75][CH2:76][O:77][CH2:78][CH2:79]1.[OH:19][CH:20]([CH2:21][N:22]([NH:23][C:24]([CH:25]([NH:26][C:27](=[O:28])[O:29][CH3:30])[CH:31]([CH3:32])[CH3:33])=[O:34])[CH2:35][c:36]1[cH:37][cH:38][cH:39][cH:40][cH:41]1)[CH:42]([CH2:43][c:44]1[cH:45][cH:46][cH:47][cH:48][cH:49]1)[NH:50][C:51]([CH:52]([NH:53][C:54](=[O:55])[c:56]1[n:57][c:58]2[cH:59][cH:60][cH:61][cH:62][c:63]2[cH:64][cH:65]1)[CH2:66][C:67]([NH2:68])=[O:69])=[O:70].[c:1]1([C:7](=[O:8])[OH:9])[cH:2][cH:3][cH:4][cH:5][n:6]1.[cH:89]1[cH:90][cH:91][n:92][cH:93][cH:94]1>>[c:1]1([C:7](=[O:8])[O:9][CH:20]([CH2:21][N:22]([NH:23][C:24]([CH:25]([NH:26][C:27](=[O:28])[O:29][CH3:30])[CH:31]([CH3:32])[CH3:33])=[O:34])[CH2:35][c:36]2[cH:37][cH:38][cH:39][cH:40][cH:41]2)[CH:42]([CH2:43][c:44]2[cH:45][cH:46][cH:47][cH:48][cH:49]2)[NH:50][C:51]([CH:52]([NH:53][C:54](=[O:55])[c:56]2[n:57][c:58]3[cH:59][cH:60][cH:61][cH:62][c:63]3[cH:64][cH:65]2)[CH2:66][C:67]([NH2:68])=[O:69])=[O:70])[cH:2][cH:3][cH:4][cH:5][n:6]1. The reactants are C=O (para-formaldehyde), CN(CCC#N)CC#C (3-(methyl-prop-2-ynyl-amino)-propionitrile), C(#C)C1=CC=2C3=C(C(NC2C=C1)=O)NC=C3.C(C)C(=O)[O-] (8-ethynyl-4-oxo-4,5-dihydro-3H-pyrrolo[2,3-c]quinoline 1-ethyl carboxylate). Reagents/catalysts: [Cu](I)I (copper iodide). The solvent is O1CCOCC1 (dioxan). Reaction conditions: temperature 110 celsius. Product: C(#N)CCN(CC#CC1=CC=2C3=C(C(NC2C=C1)=O)NC=C3)C.C(C)C(=O)[O-] (8-{3-[(2-cyano-ethyl)-methyl-amino]-prop-1-ynyl}-4-oxo-4,5-dihydro-3H-pyrrolo[2,3-c]quinoline 1-ethyl carboxylate). The yield is 7.6%. RXN SMILES: C=O.[CH3:3][N:4]([CH2:9][C:10]#[CH:11])[CH2:5][CH2:6][C:7]#[N:8].C([C:14]1[CH:23]=[CH:22][C:21]2[NH:20][C:19](=[O:24])[C:18]3[NH:25][CH:26]=[CH:27][C:17]=3[C:16]=2[CH:15]=1)#C.[CH2:28]([C:30]([O-:32])=[O:31])[CH3:29]>O1CCOCC1.[Cu](I)I>[C:7]([CH2:6][CH2:5][N:4]([CH3:3])[CH2:9][C:10]#[C:11][C:14]1[CH:23]=[CH:22][C:21]2[NH:20][C:19](=[O:24])[C:18]3[NH:25][CH:26]=[CH:27][C:17]=3[C:16]=2[CH:15]=1)#[N:8].[CH2:28]([C:30]([O-:32])=[O:31])[CH3:29] |f:2.3,6.7|. Procedure details: 31 mg (0.35 mmol) of para-formaldehyde, 35 mg (0.42 mmol) of 3-(methyl-prop-2-ynyl-amino)-propionitrile and 7 mg (0.04 mmol) of copper iodide are added to a suspension of 98 mg (0.35 mmol) of 8-ethynyl-4-oxo-4,5-dihydro-3H-pyrrolo[2,3-c]quinoline-1-ethyl carboxylate in 3 ml of anhydrous dioxan, then the mixture is heated at 110° C. for 6 hours. The raw reaction product is then filtered, and the filtrate is evaporated. The residue is triturated with methanol, then the new filtrate is evaporated. ... Yields the product CN(C1=C(C=CC=C1)NC(CCCCC1=CC=C(C=C1)[N+](=O)[O-])=O)C (N-[2-(dimethylamino)phenyl]-5-(4-nitrophenyl)pentanamide). As a reaction SMILES: [CH3:1][N:2]([CH3:10])[C:3]1[C:4]([NH2:9])=[CH:5][CH:6]=[CH:7][CH:8]=1.[N+:11]([C:14]1[CH:19]=[CH:18][C:17]([CH2:20][CH2:21][CH2:22][CH2:23][C:24](O)=[O:25])=[CH:16][CH:15]=1)([O-:13])=[O:12]>>[CH3:1][N:2]([CH3:10])[C:3]1[CH:8]=[CH:7][CH:6]=[CH:5][C:4]=1[NH:9][C:24](=[O:25])[CH2:23][CH2:22][CH2:21][CH2:20][C:17]1[CH:18]=[CH:19][C:14]([N+:11]([O-:13])=[O:12])=[CH:15][CH:16]=1. Starting materials: intermediate 5.1, CN(C=1C(=CC=CC1)N)C (N,N-dimethyl-1,2-benzenediamine), [N+](=O)([O-])C1=CC=C(C=C1)CCCCC(=O)O (5-(4-nitropheny)pentanoic acid). Procedure details: The experimental protocol used is the same as that described for intermediate 5.1), N,N-dimethyl-1,2-benzenediamine replacing 4-(N-methylpiperazinyl)aniline and 5-(4-nitropheny)pentanoic acid replacing 4-(4-nitrophenyl)butanoic acid. RXN SMILES: [C:1]([CH3:2])([CH3:3])([CH3:4])[O:5][C:6](=[O:7])[N:8]1[CH2:9][CH2:10][CH:11]([CH2:14][O:15][CH2:16][CH:17]([CH2:18][CH2:19][CH2:20][CH3:21])[NH2:22])[CH2:12][CH2:13]1.[Cl:23][c:24]1[cH:25][nH:26][c:27]2[cH:28][c:29]([C:33](=[O:34])[OH:35])[cH:30][cH:31][c:32]12>>[C:1]([CH3:2])([CH3:3])([CH3:4])[O:5][C:6](=[O:7])[N:8]1[CH2:9][CH2:10][CH:11]([CH2:14][O:15][CH2:16][CH:17]([CH2:18][CH2:19][CH2:20][CH3:21])[NH:22][C:33]([c:29]2[cH:28][c:27]3[nH:26][cH:25][c:24]([Cl:23])[c:32]3[cH:31][cH:30]2)=[O:34])[CH2:12][CH2:13]1. The product is CCCCC(COCC1CCN(C(=O)OC(C)(C)C)CC1)NC(=O)c1ccc2c(Cl)c[nH]c2c1. The reactants are CCCCC(N)COCC1CCN(C(=O)OC(C)(C)C)CC1, O=C(O)c1ccc2c(Cl)c[nH]c2c1. The reactants are FC=1C=C(C[C@H](C(=O)O)[C@H](O)C2N(CCOC2)C(=O)OC(C)(C)C)C=C(C1)F ((2S,3S)-2-(3,5-difluorobenzyl)-3-(4-(tert-butoxycarbonyl)morpholin-3-yl)-3-hydroxypropanoic acid), [Si](C)(C)(C(C)(C)C)O[C@@H]([C@H](CC1=CC(=CC(=C1)F)F)NC(C1=CC(=CC(=C1)C)C(=O)OC)=O)[C@@H]1N(C[C@@H](C1)OCCC)C(=O)OC(C)(C)C ((2R,4R)-tert-butyl 2-((1S,2S)-1-(tert-butyldimethylsilyloxy)-3-(3,5-difluorophenyl)-2-(3-(methoxycarbonyl)-5-methylbenzamido)propyl)-4-propoxypyrrolidine-1-carboxylate), CB1OB(OB(O1)C)C (trimethylboroxine), BrC=1C=C(C(=O)N[C@H]([C@H](O[Si](C)(C)C(C)(C)C)[C@@H]2N(C[C@@H](C2)OCCC)C(=O)OC(C)(C)C)CC2=CC(=CC(=C2)F)F)C=C(C1)C(=O)OC ((2R,4R)-tert-butyl 2-((1S,2S)-2-(3-bromo-5-(methoxycarbonyl)benzamido)-1-(tert-butyldimethylsilyloxy)-3-(3,5-difluorophenyl)propyl)-4-propoxypyrrolidine-1-carboxylate), C([O-])([O-])=O.[K+].[K+] (potassium carbonate), CB1OB(OB(O1)C)C (trimethylboroxine), CB1OB(OB(O1)C)C (trimethylboroxine). Reagents/catalysts: C=1C=CC(=CC1)[P](C=2C=CC=CC2)(C=3C=CC=CC3)[Pd]([P](C=4C=CC=CC4)(C=5C=CC=CC5)C=6C=CC=CC6)([P](C=7C=CC=CC7)(C=8C=CC=CC8)C=9C=CC=CC9)[P](C=1C=CC=CC1)(C=1C=CC=CC1)C=1C=CC=CC1 (Pd(PPh3)4). The solvent is C(C)(=O)OCC (Ethyl acetate), CN(C)C=O (DMF). Run at temperature 100 celsius. The product is C(CC)N(C(=O)C=1C=C(C(=O)O)C=CC1)CCC (3-(dipropylcarbamoyl)benzoic acid). Yield: 77.0%. RXN SMILES: F[C:2]1[CH:3]=C(C=C(F)[CH:27]=1)C[C@@H]([C@@H](C1COCCN1C(OC(C)(C)C)=O)O)C(O)=O.[Si](O[C@H]([C@H]1C[C@@H](OCCC)CN1C(OC(C)(C)C)=O)[C@@H:38]([NH:48][C:49](=[O:61])[C:50]1[CH:55]=[C:54](C)[CH:53]=[C:52]([C:57]([O:59]C)=[O:58])[CH:51]=1)[CH2:39][C:40]1C=C(F)C=C(F)C=1)(C(C)(C)C)(C)C.BrC1C=C(C=C(C(OC)=O)C=1)C(N[C@@H](CC1C=C(F)C=C(F)C=1)[C@@H]([C@H]1C[C@@H](OCCC)CN1C(OC(C)(C)C)=O)O[Si](C(C)(C)C)(C)C)=O.C(=O)([O-])[O-].[K+].[K+].CB1OB(C)OB(C)O1>CN(C=O)C.C1C=CC([P]([Pd]([P](C2C=CC=CC=2)(C2C=CC=CC=2)C2C=CC=CC=2)([P](C2C=CC=CC=2)(C2C=CC=CC=2)C2C=CC=CC=2)[P](C2C=CC=CC=2)(C2C=CC=CC=2)C2C=CC=CC=2)(C2C=CC=CC=2)C2C=CC=CC=2)=CC=1.C(OCC)(=O)C>[CH2:27]([N:48]([CH2:38][CH2:39][CH3:40])[C:49]([C:50]1[CH:51]=[C:52]([CH:53]=[CH:54][CH:55]=1)[C:57]([OH:59])=[O:58])=[O:61])[CH2:2][CH3:3] |f:3.4.5,^1:150,152,171,190|. Procedure: Step G (4): Preparation of (2R,4R)-tert-butyl 2-((1S,2S)-1-(tert-butyldimethylsilyloxy)-3-(3,5-difluorophenyl)-2-(3-(methoxycarbonyl)-5-methylbenzamido)propyl)-4-propoxypyrrolidine-1-carboxylate. To a solution of (2R,4R)-tert-butyl 2-((1S,2S)-2-(3-bromo-5-(methoxycarbonyl)benzamido)-1-(tert-butyldimethylsilyloxy)-3-(3,5-difluorophenyl)propyl)-4-propoxypyrrolidine-1-carboxylate (Step G (3). 163 mg, 0.21 mmol) in DMF (10 mL) were added potassium carbonate (87 mg, 0.63 mmol), Pd(PPh3)4 (24 mg, 0.02... The reactants are Cl (Hydrochloric acid), CC(CC=1N=C(N(C1)S(=O)(=O)N(C)C)C(C1(SCCCS1)C1=CC=C(C=C1)C1=NC=CC=C1)O)(C)C (4-(2,2-dimethylpropyl)-2-{hydroxy[2-(4-pyridin-2-ylphenyl)-1,3-dithian-2-yl]methyl}-N,N-dimethyl-1H-imidazole-1-sulfonamide). The solvent is O1CCCC1 (tetrahydrofuran). Run at temperature 70 celsius. Yields the product CC(CC=1N=C(NC1)C(O)C1(SCCCS1)C1=CC=C(C=C1)C1=NC=CC=C1)(C)C ([4-(2,2-dimethylpropyl)-1H-imidazol-2-yl][2-(4-pyridin-2-ylphenyl)-1,3-dithian-2-yl]methanol). Reaction SMILES: Cl.[CH3:2][C:3]([CH3:37])([CH3:36])[CH2:4][C:5]1[N:6]=[C:7]([CH:16]([OH:35])[C:17]2([C:23]3[CH:28]=[CH:27][C:26]([C:29]4[CH:34]=[CH:33][CH:32]=[CH:31][N:30]=4)=[CH:25][CH:24]=3)[S:22][CH2:21][CH2:20][CH2:19][S:18]2)[N:8](S(N(C)C)(=O)=O)[CH:9]=1>O1CCCC1>[CH3:2][C:3]([CH3:37])([CH3:36])[CH2:4][C:5]1[N:6]=[C:7]([CH:16]([C:17]2([C:23]3[CH:28]=[CH:27][C:26]([C:29]4[CH:34]=[CH:33][CH:32]=[CH:31][N:30]=4)=[CH:25][CH:24]=3)[S:18][CH2:19][CH2:20][CH2:21][S:22]2)[OH:35])[NH:8][CH:9]=1. Reported procedure: Step C, 1.5 N Hydrochloric acid (1 mL) was added to a solution of 4-(2,2-dimethylpropyl)-2-{hydroxy[2-(4-pyridin-2-ylphenyl)-1,3-dithian-2-yl]methyl}-N,N-dimethyl-1H-imidazole-1-sulfonamide in tetrahydrofuran (1 mL). After heating in a sealed tube at 70° C. for a few minutes until no further reaction (LCMS), the reaction mixture was cooled to 0° C., quenched with 10% aqueous sodium hydroxide and extracted with ethyl acetate. The combined organic extracts were dried (magnesium sulfate) and concen...